Task: describe an organic reaction: reactants, conditions, products, and yield. Dataset: the Open Reaction Database (ORD), a public repository of structured organic reaction records Starting materials: O=C([O-])[O-], CS(C)=O, Cc1nc(-c2ccc(Cl)cc2)sc1CNC(=O)C1CCCNC1, Cl, COC(=O)c1ccccc1F, [K+], [K+], O. Product: COC(=O)c1ccccc1N1CCCC(C(=O)NCc2sc(-c3ccc(Cl)cc3)nc2C)C1. RXN SMILES: [C:36](=[O:37])([O-:38])[O-:39].[CH3:43][S:44]([CH3:45])=[O:46].[Cl:2][c:3]1[cH:4][cH:5][c:6](-[c:9]2[s:10][c:11]([CH2:15][NH:16][C:17](=[O:18])[CH:19]3[CH2:20][NH:21][CH2:22][CH2:23][CH2:24]3)[c:12]([CH3:14])[n:13]2)[cH:7][cH:8]1.[ClH:1].[F:25][c:26]1[c:27]([C:28](=[O:29])[O:30][CH3:31])[cH:32][cH:33][cH:34][cH:35]1.[K+:40].[K+:41].[OH2:42]>>[Cl:2][c:3]1[cH:4][cH:5][c:6](-[c:9]2[s:10][c:11]([CH2:15][NH:16][C:17](=[O:18])[CH:19]3[CH2:20][N:21]([c:26]4[c:27]([C:28](=[O:29])[O:30][CH3:31])[cH:32][cH:33][cH:34][cH:35]4)[CH2:22][CH2:23][CH2:24]3)[c:12]([CH3:14])[n:13]2)[cH:7][cH:8]1.